Dataset: the Open Reaction Database (ORD), a public repository of structured organic reaction records. Task: describe an organic reaction: reactants, conditions, products, and yield Starting materials: O=C([O-])[O-], C1COCCN1, CC#N, COc1cc2c(-c3cc4cc(F)cnc4n3S(=O)(=O)c3ccc(C)cc3)cn(CCI)c2cc1OC, [K+], [K+]. Product: COc1cc2c(-c3cc4cc(F)cnc4n3S(=O)(=O)c3ccc(C)cc3)cn(CCN3CCOCC3)c2cc1OC. RXN SMILES: [C:37](=[O:38])([O-:39])[O-:40].[CH2:43]1[CH2:44][O:45][CH2:46][CH2:47][NH:48]1.[CH3:49][C:50]#[N:51].[F:1][c:2]1[cH:3][c:4]2[c:5]([n:6][cH:7]1)[n:8]([S:27](=[O:28])(=[O:29])[c:30]1[cH:31][cH:32][c:33]([CH3:36])[cH:34][cH:35]1)[c:9](-[c:11]1[cH:12][n:13]([CH2:24][CH2:25][I:26])[c:14]3[cH:15][c:16]([O:22][CH3:23])[c:17]([O:20][CH3:21])[cH:18][c:19]13)[cH:10]2.[K+:41].[K+:42]>>[F:1][c:2]1[cH:3][c:4]2[c:5]([n:6][cH:7]1)[n:8]([S:27](=[O:28])(=[O:29])[c:30]1[cH:31][cH:32][c:33]([CH3:36])[cH:34][cH:35]1)[c:9](-[c:11]1[cH:12][n:13]([CH2:24][CH2:25][N:48]3[CH2:43][CH2:44][O:45][CH2:46][CH2:47]3)[c:14]3[cH:15][c:16]([O:22][CH3:23])[c:17]([O:20][CH3:21])[cH:18][c:19]13)[cH:10]2. Reactants: CCOC(=O)C(C)Br, O=C1NCCc2cc(OCc3cccc(F)c3)ccc21, [H-], [Na+], O. Product: CCOC(=O)C(C)N1CCc2cc(OCc3cccc(F)c3)ccc2C1=O. Reaction SMILES: [CH2:23]([CH3:24])[O:25][C:26]([CH:27]([CH3:28])[Br:29])=[O:30].[F:1][c:2]1[cH:3][c:4]([CH2:5][O:6][c:7]2[cH:8][c:9]3[c:14]([cH:15][cH:16]2)[C:13](=[O:17])[NH:12][CH2:11][CH2:10]3)[cH:18][cH:19][cH:20]1.[H-:21].[Na+:22].[OH2:31]>>[F:1][c:2]1[cH:3][c:4]([CH2:5][O:6][c:7]2[cH:8][c:9]3[c:14]([cH:15][cH:16]2)[C:13](=[O:17])[N:12]([CH:27]([C:26]([O:25][CH2:23][CH3:24])=[O:30])[CH3:28])[CH2:11][CH2:10]3)[cH:18][cH:19][cH:20]1. The reactants are O=P(Cl)(Cl)Cl (POCl3), C(#N)C1=CC=C(C=C1)C1=CC=C(O1)C=NO (5-(4-cyanophenyl)-2-furaldehyde oxime). The solvent is C1=CC=CC=C1 (benzene), C1=CC=CC=C1 (benzene). Product: C(#N)C1=CC=C(C=C1)C1=CC=C(O1)C#N (5-(4-cyanophenyl)-2-furonitrile). Yield: 68.7%. Reaction SMILES: [C:1]([C:3]1[CH:8]=[CH:7][C:6]([C:9]2[O:13][C:12]([CH:14]=[N:15]O)=[CH:11][CH:10]=2)=[CH:5][CH:4]=1)#[N:2].O=P(Cl)(Cl)Cl>C1C=CC=CC=1>[C:1]([C:3]1[CH:8]=[CH:7][C:6]([C:9]2[O:13][C:12]([C:14]#[N:15])=[CH:11][CH:10]=2)=[CH:5][CH:4]=1)#[N:2]. Procedure details: A stirred mixture of 5-(4-cyanophenyl)-2-furaldehyde oxime (16 g, 0.075 mole) and benzene (400 ml) was heated to reflux and a solution of POCl3 (4 ml) in benzene (20 ml) was added dropwise over 15 minutes. The mixture was refluxed for 11/2 hours and filtered while hot. The filtrate was washed with 5% NaHCO3 (500 ml), H2O (500 ml), dried over MgSO4 and Darco and filtered. The filtrate was stripped of solvent under reduced pressure to yield 10 g (69%) of 5-(4-cyanophenyl)-2-furonitrile. Reaction SMILES: [CH2:1]([N:8]1[CH2:16][CH2:15][C:11]([NH:17][C:18]2[CH:23]=[CH:22][CH:21]=[C:20]([CH3:24])[CH:19]=2)([C:12]([NH2:14])=[O:13])[CH2:10][CH2:9]1)[C:2]1[CH:7]=[CH:6][CH:5]=[CH:4][CH:3]=1.[C:25](O)(=O)C.C(OCC)(OCC)OCC.[OH-].[NH4+]>C1(C)C=CC=CC=1.O>[CH2:1]([N:8]1[CH2:16][CH2:15][C:11]2([N:17]([C:18]3[CH:23]=[CH:22][CH:21]=[C:20]([CH3:24])[CH:19]=3)[CH:25]=[N:14][C:12]2=[O:13])[CH2:10][CH2:9]1)[C:2]1[CH:3]=[CH:4][CH:5]=[CH:6][CH:7]=1 |f:3.4|. Starting materials: resultant mixture, [OH-].[NH4+] (ammonium hydroxide), C(C1=CC=CC=C1)N1CCC(C(=O)N)(CC1)NC1=CC(=CC=C1)C (1-benzyl-4-(3-methylphenylamino)-isonipecotamide), C(C)(=O)O (acetic acid), C(OCC)(OCC)OCC (triethyl orthoformate). The solvent is O (water), C1(=CC=CC=C1)C (toluene). Procedure details: To a mixture of 1-benzyl-4-(3-methylphenylamino)-isonipecotamide (4.3 g, 13.5 mmol) and glacial acetic acid (1.0 mL) in toluene (20 mL) heated under reflux, triethyl orthoformate (2.0 g, 13.5 mmol) was added over a period of 3 h using a syringe pump. The resultant mixture was refluxed for 38 h., and treated with a mixture of concentrated ammonium hydroxide (1.3 mL) and water (3.4 mL). The organic extract was isolated, washed with brine, dried over anhydrous sodium sulfate, filtered, and concentr... Yields the product C(C1=CC=CC=C1)N1CCC2(C(N=CN2C2=CC(=CC=C2)C)=O)CC1 (8-Benzyl-1-(3-methylphenyl)-1,3,8-triazaspiro[4.5]dec-2-en-4-one). The reactants are COC1=CC=C(C=C1)C=1N=C(NC1C1=CC=C(C=C1)OC)S (4,5-bis(4-methoxyphenyl)-2-mercaptoimidazole), [OH-].[Na+] (sodium hydroxide), diazonium salt, C(C)(=O)[O-].[Na+] (sodium acetate), ice, N(=O)[O-].[Na+] (sodium nitrite), NC1=CC=CC=C1 (aniline). The reagents and catalysts are [Cu] (copper). Solvent: CN(C=O)C (dimethylformamide), O (water), O (water), C(Cl)Cl (methylene chloride), O (water), O (water), S(O)(O)(=O)=O (sulfuric acid). Conditions: time 20 minute. The product is COC1=CC=C(C=C1)C=1N=C(NC1C1=CC=C(C=C1)OC)SC1=CC=CC=C1 (4,5-bis(4 -methoxy-phenyl)-2-(phenylthio)imidazole). Isolated yield 39.6%. Reaction SMILES: N[C:2]1[CH:7]=[CH:6][CH:5]=[CH:4][CH:3]=1.N([O-])=O.[Na+].C([O-])(=O)C.[Na+].[CH3:17][O:18][C:19]1[CH:24]=[CH:23][C:22]([C:25]2[N:26]=[C:27]([SH:38])[NH:28][C:29]=2[C:30]2[CH:35]=[CH:34][C:33]([O:36][CH3:37])=[CH:32][CH:31]=2)=[CH:21][CH:20]=1.[OH-].[Na+]>S(=O)(=O)(O)O.O.CN(C)C=O.C(Cl)Cl.[Cu]>[CH3:37][O:36][C:33]1[CH:34]=[CH:35][C:30]([C:29]2[N:28]=[C:27]([S:38][C:2]3[CH:7]=[CH:6][CH:5]=[CH:4][CH:3]=3)[NH:26][C:25]=2[C:22]2[CH:23]=[CH:24][C:19]([O:18][CH3:17])=[CH:20][CH:21]=2)=[CH:31][CH:32]=1 |f:1.2,3.4,6.7|. Reported procedure: 1.5 g of aniline is dissolved in 2.0 g of concentrated sulfuric acid and 30 ml of water and, after the addition of 10 g of ice, diazotized at 0° with a solution of 1.2 g of sodium nitrite in 10 ml of water. The diazonium salt solution is then neutralized with sodium acetate and introduced at 5° under thorough agitation into a solution of 5.02 g of 4,5-bis(4-methoxyphenyl)-2-mercaptoimidazole in 200 ml of dimethylformamide containing 10 ml of water, 1.93 g of sodium hydroxide solution, as well as... The reactants are CCOC(=O)C(C)(C)Oc1ccc(CCNC)cc1, Cc1nc(-c2ccc(C(F)(F)F)cc2)ccc1C(=O)O, COC(=O)c1ccc(-c2ccc(C(F)(F)F)cc2)nc1C. Yields the product CCOC(=O)C(C)(C)Oc1ccc(CCN(C)C(=O)c2ccc(-c3ccc(C(F)(F)F)cc3)nc2C)cc1. RXN SMILES: [CH2:1]([CH3:2])[O:3][C:4]([C:5]([CH3:6])([O:7][c:8]1[cH:9][cH:10][c:11]([CH2:14][CH2:15][NH:16][CH3:17])[cH:12][cH:13]1)[CH3:18])=[O:19].[CH3:20][c:21]1[c:22]([C:23](=[O:24])[OH:25])[cH:26][cH:27][c:28](-[c:30]2[cH:31][cH:32][c:33]([C:36]([F:37])([F:38])[F:39])[cH:34][cH:35]2)[n:29]1.[CH3:40][O:41][C:42](=[O:43])[c:44]1[cH:45][cH:46][c:47](-[c:48]2[cH:49][cH:50][c:51]([C:52]([F:53])([F:54])[F:55])[cH:56][cH:57]2)[n:58][c:59]1[CH3:60]>>[CH2:1]([CH3:2])[O:3][C:4]([C:5]([CH3:6])([O:7][c:8]1[cH:9][cH:10][c:11]([CH2:14][CH2:15][N:16]([CH3:17])[C:23]([c:22]2[c:21]([CH3:20])[n:29][c:28](-[c:30]3[cH:31][cH:32][c:33]([C:36]([F:37])([F:38])[F:39])[cH:34][cH:35]3)[cH:27][cH:26]2)=[O:25])[cH:12][cH:13]1)[CH3:18])=[O:19].